This data is from the Open Reaction Database (ORD), a public repository of structured organic reaction records. The task is: describe an organic reaction: reactants, conditions, products, and yield Reactants: CC(C)([O-])C.[K+] (potassium t-butoxide), ClC1=C(OC(C(=O)OCC)CCBr)C=C(C(=C1)F)[N+](=O)[O-] (ethyl 2-(2-chloro-4-fluoro-5-nitrophenoxy)-4-bromobutanoate), Cl (hydrochloric acid). The solvent is C1CCOC1 (THF). The product is ClC1=C(OC2(CC2)C(=O)OCC)C=C(C(=C1)F)[N+](=O)[O-] (ethyl 1-(2-chloro-4-fluoro-5-nitrophenoxy)cyclopropanecarboxylate). RXN SMILES: [Cl:1][C:2]1[CH:17]=[C:16]([F:18])[C:15]([N+:19]([O-:21])=[O:20])=[CH:14][C:3]=1[O:4][CH:5]([CH2:11][CH2:12]Br)[C:6]([O:8][CH2:9][CH3:10])=[O:7].CC(C)([O-])C.[K+].Cl>C1COCC1>[Cl:1][C:2]1[CH:17]=[C:16]([F:18])[C:15]([N+:19]([O-:21])=[O:20])=[CH:14][C:3]=1[O:4][C:5]1([C:6]([O:8][CH2:9][CH3:10])=[O:7])[CH2:12][CH2:11]1 |f:1.2|. Procedure details: To a solution containing the obtained ethyl 2-(2-chloro-4-fluoro-5-nitrophenoxy)-4-bromobutanoate (1 equivalent) in THF is added potassium t-butoxide (1 equivalent) at −15° C. and the mixture is stirred. After warming the reaction solution up to room temperature, to the solution is added aqueous diluted hydrochloric acid and extracted with ethyl acetate. After concentrating the organic layer, the residue is subjected to chromatography to give ethyl 1-(2-chloro-4-fluoro-5-nitrophenoxy)cyclopropan... The reactants are C(=O)C1=CC=C(C(=O)OC)C=C1 (Methyl 4-formylbenzoate), CC1(C=2C=CC(=CC2C(CC1)(C)C)C(C)=O)C (1-(5,5,8,8-tetramethyl-5,6,7,8-tetrahydro-naphthalen-2-yl)-ethanone), CC1(C=2C=CC(=CC2C(CC1)(C)C)C(C)=O)C (1-(5,5,8,8-tetramethyl-5,6,7,8-tetrahydro-naphthalen-2-yl)-ethanone), Cl (HCl). Run in [OH-].[Na+] (NaOH), CO (methanol). Conditions: time 18 hour. Product: O=C(C=CC1=CC=C(C(=O)O)C=C1)C1=CC=2C(CCC(C2C=C1)(C)C)(C)C (4-[3-Oxo-3-(5,5,8,8-tetramethyl-5,6,7,8-tetrahydro-naphthalen-2-yl)-propenyl]-benzoic acid). Isolated yield 59.9%. As a reaction SMILES: [CH:1]([C:3]1[CH:12]=[CH:11][C:6]([C:7]([O:9]C)=[O:8])=[CH:5][CH:4]=1)=O.[CH3:13][C:14]1([CH3:29])[CH2:23][CH2:22][C:21]([CH3:25])([CH3:24])[C:20]2[CH:19]=[C:18]([C:26](=[O:28])[CH3:27])[CH:17]=[CH:16][C:15]1=2.Cl>[OH-].[Na+].CO>[O:28]=[C:26]([C:18]1[CH:17]=[CH:16][C:15]2[C:14]([CH3:29])([CH3:13])[CH2:23][CH2:22][C:21]([CH3:25])([CH3:24])[C:20]=2[CH:19]=1)[CH:27]=[CH:1][C:3]1[CH:12]=[CH:11][C:6]([C:7]([OH:9])=[O:8])=[CH:5][CH:4]=1 |f:3.4|. Reported procedure: Methyl 4-formylbenzoate (1.28 g, 7.83 mmol) was added to a solution of 1-(5,5,8,8-tetramethyl-5,6,7,8-tetrahydro-naphthalen-2-yl)-ethanone (Compound 1, 1.80 g, 7.83 mmol) in 10 mL of 1 N NaOH and 20 mL of methanol. After stirring at room temperature for 18 h, the reaction mixture was acidified with 1N HCl and extracted with ethyl acetate (3×10 mL). The combined organic layer was washed with brine (1×10 mL), dried (MgSO4) and concentrated at reduced pressure. Recrystallization (acetonitrile) gave...